Dataset: the Open Reaction Database (ORD), a public repository of structured organic reaction records. Task: describe an organic reaction: reactants, conditions, products, and yield Reactants: CC(C)(C)[O-], CN(C)C=O, CCOC(C)=O, COC(=O)C(C(C)C)S(=O)(=O)Nc1nc(OC)cc(OC)n1, CI, [K+], O. Yields the product COC(=O)C(C(C)C)S(=O)(=O)N(C)c1nc(OC)cc(OC)n1. Reaction SMILES: [CH3:1][C:2]([CH3:3])([O-:4])[CH3:5].[CH3:32][N:33]([CH3:34])[CH:35]=[O:36].[CH3:37][CH2:38][O:39][C:40](=[O:41])[CH3:42].[CH3:7][O:8][c:9]1[n:10][c:11]([NH:17][S:18](=[O:19])(=[O:20])[CH:21]([C:22](=[O:23])[O:24][CH3:25])[CH:26]([CH3:27])[CH3:28])[n:12][c:13]([O:15][CH3:16])[cH:14]1.[I:29][CH3:30].[K+:6].[OH2:31]>>[CH3:1][N:17]([c:11]1[n:10][c:9]([O:8][CH3:7])[cH:14][c:13]([O:15][CH3:16])[n:12]1)[S:18](=[O:19])(=[O:20])[CH:21]([C:22](=[O:23])[O:24][CH3:25])[CH:26]([CH3:27])[CH3:28]. Yields the product C(#N)C=1C=CC(=C(C(=O)NCC2=CC(=C(C=C2)OC)OC)C1)N[C@H](CC#N)C ((S)-5-cyano-2-(2-cyano-1-methylethylamino)-N-(3,4-dimethoxybenzyl)benzamide). The yield is 71.3%. Run in C(C)(=O)OCC (ethyl acetate), CS(=O)C (dimethylsulfoxide). Starting materials: BrC[C@H](C)NC1=C(C(=O)NCC2=CC(=C(C=C2)OC)OC)C=C(C=C1)C#N ((S)-2-(2-bromo-1-methylethylamino)-5-cyano-N-(3,4-dimethoxybenzyl)benzamide), [C-]#N.[Na+] (sodium cyanide). Procedure: To a solution of (S)-2-(2-bromo-1-methylethylamino)-5-cyano-N-(3,4-dimethoxybenzyl)benzamide (117 mg) in dimethylsulfoxide (2 mL) was added sodium cyanide (26.5 mg), and the mixture was stirred for an hour at 90° C. The resulting mixture was diluted with ethyl acetate and washed successively with water and brine. The organic layer was dried over sodium sulfate and evaporated in vacuo. The residue was subjected to a silica gel column chromatography eluting with a mixture of chloroform and ethyl a... Reaction conditions: temperature 90 celsius. Reaction SMILES: Br[CH2:2][C@@H:3]([NH:5][C:6]1[CH:25]=[CH:24][C:23]([C:26]#[N:27])=[CH:22][C:7]=1[C:8]([NH:10][CH2:11][C:12]1[CH:17]=[CH:16][C:15]([O:18][CH3:19])=[C:14]([O:20][CH3:21])[CH:13]=1)=[O:9])[CH3:4].[C-:28]#[N:29].[Na+]>CS(C)=O.C(OCC)(=O)C>[C:26]([C:23]1[CH:24]=[CH:25][C:6]([NH:5][C@@H:3]([CH3:4])[CH2:2][C:28]#[N:29])=[C:7]([CH:22]=1)[C:8]([NH:10][CH2:11][C:12]1[CH:17]=[CH:16][C:15]([O:18][CH3:19])=[C:14]([O:20][CH3:21])[CH:13]=1)=[O:9])#[N:27] |f:1.2|. Starting materials: CC(C)(C)c1ccc(-c2ccc(O)c(F)n2)c(O[SiH](c2ccccc2)c2ccccc2)c1, CCCCCCCCO, CCOC(=O)N=NC(=O)OCC, C1CCOC1, c1ccc(P(c2ccccc2)c2ccccc2)cc1. The product is CCCCCCCCOc1ccc(-c2ccc(C(C)(C)C)cc2O[SiH](c2ccccc2)c2ccccc2)nc1F. Reaction SMILES: [C:32]([CH3:33])([CH3:34])([CH3:35])[c:36]1[cH:37][c:38]([O:50][SiH:51]([c:52]2[cH:53][cH:54][cH:55][cH:56][cH:57]2)[c:58]2[cH:59][cH:60][cH:61][cH:62][cH:63]2)[c:39](-[c:42]2[cH:43][cH:44][c:45]([OH:49])[c:46]([F:48])[n:47]2)[cH:40][cH:41]1.[CH2:64]([CH2:65][CH2:66][CH2:67][CH2:68][CH2:69][CH2:70][CH3:71])[OH:72].[O:1]=[C:2]([O:3][CH2:4][CH3:5])[N:6]=[N:7][C:8]([O:9][CH2:10][CH3:11])=[O:12].[O:73]1[CH2:74][CH2:75][CH2:76][CH2:77]1.[c:13]1([P:14]([c:15]2[cH:16][cH:17][cH:18][cH:19][cH:20]2)[c:21]2[cH:22][cH:23][cH:24][cH:25][cH:26]2)[cH:27][cH:28][cH:29][cH:30][cH:31]1>>[C:32]([CH3:33])([CH3:34])([CH3:35])[c:36]1[cH:37][c:38]([O:50][SiH:51]([c:52]2[cH:53][cH:54][cH:55][cH:56][cH:57]2)[c:58]2[cH:59][cH:60][cH:61][cH:62][cH:63]2)[c:39](-[c:42]2[cH:43][cH:44][c:45]([O:49][CH2:64][CH2:65][CH2:66][CH2:67][CH2:68][CH2:69][CH2:70][CH3:71])[c:46]([F:48])[n:47]2)[cH:40][cH:41]1.